From a dataset of the Open Reaction Database (ORD), a public repository of structured organic reaction records. describe an organic reaction: reactants, conditions, products, and yield Reactants: Cl, CC(C)(O)C1=Cc2ccccc21, O=P(Cl)(Cl)Cl, c1ccncc1. Yields the product CC(C)=C1Cc2ccccc21. As a reaction SMILES: [ClH:18].[OH:1][C:2]([CH3:3])([CH3:4])[C:5]1=[CH:6][c:7]2[c:8]1[cH:9][cH:10][cH:11][cH:12]2.[P:13]([Cl:14])([Cl:15])([Cl:16])=[O:17].[cH:19]1[cH:20][cH:21][n:22][cH:23][cH:24]1>>[C:2]([CH3:3])([CH3:4])=[C:5]1[CH2:6][c:7]2[c:8]1[cH:9][cH:10][cH:11][cH:12]2. Yields the product N1=NN(C=2N=CN=CC21)C[C@H]2N(CCC2)C(=O)OC(C)(C)C (1,1-dimethylethyl (2S)-2-(3H-[1,2,3]triazolo[4,5-d]pyrimidin-3-ylmethyl)-1-pyrrolidinecarboxylate). As a reaction SMILES: [NH2:1][C:2]1[C:3]([NH:8][CH2:9][C@@H:10]2[CH2:14][CH2:13][CH2:12][N:11]2[C:15]([O:17][C:18]([CH3:21])([CH3:20])[CH3:19])=[O:16])=[N:4][CH:5]=[N:6][CH:7]=1.[N:22]([O-])=O.[Na+]>C(O)(=O)C.O>[N:1]1[C:2]2[CH:7]=[N:6][CH:5]=[N:4][C:3]=2[N:8]([CH2:9][C@@H:10]2[CH2:14][CH2:13][CH2:12][N:11]2[C:15]([O:17][C:18]([CH3:21])([CH3:20])[CH3:19])=[O:16])[N:22]=1 |f:1.2|. Reported procedure: 1,1-Dimethylethyl (2S)-2-{[(5-amino-4-pyrimidinyl)amino]methyl}-1-pyrrolidinecarboxylate (1.6633 g, 5.67 mmol) and sodium nitrite (469 mg, 6.80 mmol) were dissolved in a mixture of acetic acid (5 mL) and water (8 mL), and the mixture was stirred vigorously for 1 h. The solution was concentrated in vacuo to provide 1,1-dimethylethyl (2S)-2-(3H-[1,2,3]triazolo[4,5-d]pyrimidin-3-ylmethyl)-1-pyrrolidinecarboxylate (1.98 g, >99%). LCMS: (M+H)+: 305.2. Solvent: C(C)(=O)O (acetic acid), O (water). Conditions: time 1 hour. Isolated yield 114.7%. Starting materials: NC=1C(=NC=NC1)NC[C@H]1N(CCC1)C(=O)OC(C)(C)C (1,1-Dimethylethyl (2S)-2-{[(5-amino-4-pyrimidinyl)amino]methyl}-1-pyrrolidinecarboxylate), N(=O)[O-].[Na+] (sodium nitrite). Reactants: C1COCCN1CCCS(=O)(=O)O (MOPS), C1CN(CCN1CCCS(=O)(=O)O)CCO (EPPS), CoCl2, C(C)(=O)[O-] (acetate), O=C[C@H](O)[C@@H](O)[C@H](O)[C@H](O)CO (glucose), O=C[C@H](O)[C@@H](O)[C@H](O)[C@H](O)CO (glucose), C1COCCN1CCCS(=O)(=O)O (MOPS), C1CN(CCN1CCCS(=O)(=O)O)CCO (EPPS), C(C)(=O)[O-].[Na+] (sodium acetate), C1CN(CCN1CCS(=O)(=O)O)CCS(=O)(=O)O (PIPES), C1CN(CCN1CCS(=O)(=O)O)CCS(=O)(=O)O (PIPES). The reagents and catalysts are C1(O)=CC(O)=CC=C1.[NH4+].[O-]S(=O)(=O)[O-].[O-]S(=O)(=O)[O-].[Fe+3].Cl (resorcinol ferric ammonium sulfate hydrochloric acid). Conditions: time 10 minute. Yields the product OCC(=O)[C@@H](O)[C@H](O)[C@H](O)CO (fructose). RXN SMILES: C1N(CCCS(O)(=O)=O)CCOC1.C([O-])(=O)C.[Na+].C1N(CCS(O)(=O)=O)CCN(CCS(O)(=O)=O)C1.C1N(CCCS(O)(=O)=O)CCN(CCO)C1.C([O-])(=O)C.[O:57]=[CH:58][C@@H:59]([C@H:61]([C@@H:63]([C@@H:65]([CH2:67][OH:68])[OH:66])[OH:64])[OH:62])[OH:60]>C1(C=CC=C(O)C=1)O.[NH4+].[O-]S([O-])(=O)=O.[O-]S([O-])(=O)=O.[Fe+3].Cl>[OH:57][CH2:58][C:59]([C@H:61]([C@@H:63]([C@@H:65]([CH2:67][OH:68])[OH:66])[OH:64])[OH:62])=[O:60] |f:1.2,7.8.9.10.11.12|. Procedure: Glucose isomerase assays: TNXI 1F1 and Gensweet™ were assayed routinely with glucose as the substrate. The enzyme (1–1.5 mg/mL) was incubated in 100 mM MOPS buffer (pH 7.0) [or 100 mM sodium acetate buffer (pH 5.5)] containing 1 mM CoCl2 and 0.4 mM glucose at 80° C. for 10 min. The reaction was stopped by transferring the tube to an ice bath. The amount of fructose produced was determined by the modified resorcinol-ferric ammonium sulfate-hydrochloric acid method (Schenk and Bisswanger, 1998). T...